Dataset: the Open Reaction Database (ORD), a public repository of structured organic reaction records. Task: describe an organic reaction: reactants, conditions, products, and yield Reactants: C1(CC1)C(=O)Cl (cyclopropanecarbonyl chloride), C(C)OC(=O)C=1C2=C(SC1N)CCCC2 (2-Amino-4,5,6,7-tetrahydro-benzo[b]thiophene-3-carboxylic acid ethyl ester), Cl (HCl). Solvent: N1=CC=CC=C1 (pyridine). Reaction conditions: time 1 hour. The product is C(C)OC(=O)C=1C2=C(SC1NC(=O)C1CC1)CCCC2 (2-(Cyclopropanecarbonyl-amino)-4,5,6,7-tetrahydro-benzo[b]thiophene-3-carboxylic acid ethyl ester). As a reaction SMILES: [CH:1]1([C:4](Cl)=[O:5])[CH2:3][CH2:2]1.[CH2:7]([O:9][C:10]([C:12]1[C:13]2[CH2:21][CH2:20][CH2:19][CH2:18][C:14]=2[S:15][C:16]=1[NH2:17])=[O:11])[CH3:8].Cl>N1C=CC=CC=1>[CH2:7]([O:9][C:10]([C:12]1[C:13]2[CH2:21][CH2:20][CH2:19][CH2:18][C:14]=2[S:15][C:16]=1[NH:17][C:4]([CH:1]1[CH2:3][CH2:2]1)=[O:5])=[O:11])[CH3:8]. Procedure: 11 millimol cyclopropanecarbonyl chloride was added dropwise to the solution of 10 millimol IV in 25 milliliter pyridine at 5° C. The reaction mixture was stirred at this temperature for 1 hour, poured onto icecold 1N aqueous HCl, the precipitated solid was filtered off, washed with water and n-hexane, then dried. The reactants are ClC1=NC=CC(=C1)C1=CC=C(C=C1)CC=1N(C=C(N1)C1=C(C=C(C=C1)Cl)Cl)C1=CC=C(C=C1)[N+](=O)[O-] (2-Chloro-4-{4-[4-(2,4-dichloro-phenyl)-1-(4-nitro-phenyl)-1H-imidazol-2-ylmethyl]-phenyl}-pyridine), [OH-].[Na+] (NaOH), O.C(C)O (water ethanol). Run in C(C)(=O)OCC.O (ethyl acetate water). Product: ClC1=C(C=CC(=C1)Cl)C=1N=C(N(C1)C1=CC=C(C=C1)[N+](=O)[O-])CC1=CC=C(C=C1)C1=CC(NC=C1)=O (4-{4-[4-(2,4-dichloro-phenyl)-1-(4-nitro-phenyl)-1H-imidazol-2-ylmethyl]-phenyl}-1H-pyridin-2-one). RXN SMILES: Cl[C:2]1[CH:7]=[C:6]([C:8]2[CH:13]=[CH:12][C:11]([CH2:14][C:15]3[N:16]([C:28]4[CH:33]=[CH:32][C:31]([N+:34]([O-:36])=[O:35])=[CH:30][CH:29]=4)[CH:17]=[C:18]([C:20]4[CH:25]=[CH:24][C:23]([Cl:26])=[CH:22][C:21]=4[Cl:27])[N:19]=3)=[CH:10][CH:9]=2)[CH:5]=[CH:4][N:3]=1.[OH-].[Na+].O.C([OH:42])C>C(OCC)(=O)C.O>[Cl:27][C:21]1[CH:22]=[C:23]([Cl:26])[CH:24]=[CH:25][C:20]=1[C:18]1[N:19]=[C:15]([CH2:14][C:11]2[CH:12]=[CH:13][C:8]([C:6]3[CH:5]=[CH:4][NH:3][C:2](=[O:42])[CH:7]=3)=[CH:9][CH:10]=2)[N:16]([C:28]2[CH:33]=[CH:32][C:31]([N+:34]([O-:36])=[O:35])=[CH:30][CH:29]=2)[CH:17]=1 |f:1.2,3.4,5.6|. Procedure details: 2-Chloro-4-{4-[4-(2,4-dichloro-phenyl)-1-(4-nitro-phenyl)-1H-imidazol-2-ylmethyl]-phenyl}-pyridine (1.6 g, 3 mmol) was refluxed with 6M NaOH in 1/1 water/ethanol (10 mL, 60 mmol) for 2 to 4 hours, followed by regular ethyl acetate/water workup and silica gel column chromatography to give the intermediate 4-{4-[4-(2,4-dichloro-phenyl)-1-(4-nitro-phenyl)-1H-imidazol-2-ylmethyl]-phenyl}-1H-pyridin-2-one, which was then treated as described in general procedure L [using iodocyclohexane (0.78 mL, 6 m... The reactants are NC=1SC2=C(N1)C(=CC(=C2)OC2=CC(=NC=C2)C(=O)NC)Cl (4-(2-amino-4-chlorobenzo[d]thiazol-6-yloxy)-N-methylpicolinamide), BrCC1CCCCC1 (bromomethyl cyclohexane), C([O-])([O-])=O.[K+].[K+] (potassium carbonate). Run in CN1CCCC1=O (NMP). Reaction conditions: temperature 80 celsius, time 2 hour. The product is ClC1=CC(=CC2=C1N=C(S2)NCC2CCCCC2)OC2=CC(=NC=C2)C(=O)NC (4-(4-chloro-2-(cyclohexylmethylamino)benzo[d]thiazol-6-yloxy)-N-methylpicolinamide). RXN SMILES: [NH2:1][C:2]1[S:3][C:4]2[CH:10]=[C:9]([O:11][C:12]3[CH:17]=[CH:16][N:15]=[C:14]([C:18]([NH:20][CH3:21])=[O:19])[CH:13]=3)[CH:8]=[C:7]([Cl:22])[C:5]=2[N:6]=1.Br[CH2:24][CH:25]1[CH2:30][CH2:29][CH2:28][CH2:27][CH2:26]1.C(=O)([O-])[O-].[K+].[K+]>CN1C(=O)CCC1>[Cl:22][C:7]1[C:5]2[N:6]=[C:2]([NH:1][CH2:24][CH:25]3[CH2:30][CH2:29][CH2:28][CH2:27][CH2:26]3)[S:3][C:4]=2[CH:10]=[C:9]([O:11][C:12]2[CH:17]=[CH:16][N:15]=[C:14]([C:18]([NH:20][CH3:21])=[O:19])[CH:13]=2)[CH:8]=1 |f:2.3.4|. Procedure details: To the solution of 4-(2-amino-4-chlorobenzo[d]thiazol-6-yloxy)-N-methylpicolinamide (30 mg, 0.089 mmol, 1.0 eq) in 2 mL of NMP was added bromomethyl cyclohexane (18 μL, 0.134 mmol, 1.5 eq) and potassium carbonate (36 mg, 0.267 mmol, 3.0 eq) at room temperature. The reaction mixture was stirred at 80° C. for 2 hours and thereafter purified via reverse phase HPLC. LC/MS (m/z) [431.0] (MH+)